Dataset: the Open Reaction Database (ORD), a public repository of structured organic reaction records. Task: describe an organic reaction: reactants, conditions, products, and yield Reactants: C(C)C(C(=O)OC)C(C)=O (methyl 2-ethyl-3-oxo-butyrate), C(C)C(C(=O)OCC)C(C)=O (ethyl 2-ethyl-3-oxo-butyrate). Product: C(C)C(C(=O)OC)C(C)O (Methyl 2-ethyl-3-hydroxybutyrate). The yield is 50.0%. As a reaction SMILES: [CH2:1]([CH:3]([C:8](=[O:10])[CH3:9])[C:4]([O:6][CH3:7])=[O:5])[CH3:2].C(C(C(=O)C)C(OCC)=O)C>>[CH2:1]([CH:3]([CH:8]([OH:10])[CH3:9])[C:4]([O:6][CH3:7])=[O:5])[CH3:2]. Reported procedure: Methyl 2-ethyl-3-hydroxybutyrate was prepared following the procedure as described in step 2) of Preparation Example 4, except for that methyl 2-ethyl-3-oxo-butyrate was used to replace for ethyl 2-ethyl-3-oxo-butyrate. Yield 50%. Product: CN1CCN(CC1)C(=O)OC1N(C(C2=CC=CC=C12)=O)C1=NC2=NC=CC=C2C=C1 (3-(4-Methylpiperazin-1-yl)carbonyloxy-2-(1,8-naphthyridin-2-yl)isoindolin-1-one). Reported procedure: 4-Methylpiperazine (8 g.) is added all at once to a suspension of 2-(1,8-naphthyridin-2-yl)-3-phenoxycarbonyloxy-isoindolin-1-one (5.6 g.) in acetonitrile (100 cc.). The solution obtained is stirred for 6 hours at a temperature of about 20° C. The reaction mixture is poured into a suspension of ice (100 g.) in methylene chloride (300 cc.). An 8% aqueous solution of sodium bicarbonate (200 cc.) is added to the suspension obtained. The organic phase is decanted and the aqueous phase is extracted w... Yield: 51.0%. Starting materials: N1=C(C=CC2=CC=CN=C12)N1C(C2=CC=CC=C2C1OC(=O)OC1=CC=CC=C1)=O (2-(1,8-naphthyridin-2-yl)-3-phenoxycarbonyloxy-isoindolin-1-one), ice, CN1CCNCC1 (4-Methylpiperazine), aqueous solution, C([O-])(O)=O.[Na+] (sodium bicarbonate). The solvent is C(C)#N (acetonitrile), C(Cl)Cl (methylene chloride). RXN SMILES: [CH3:1][N:2]1[CH2:7][CH2:6][NH:5][CH2:4][CH2:3]1.[N:8]1[C:17]2[C:12](=[CH:13][CH:14]=[CH:15][N:16]=2)[CH:11]=[CH:10][C:9]=1[N:18]1[CH:26]([O:27][C:28](OC2C=CC=CC=2)=[O:29])[C:25]2[C:20](=[CH:21][CH:22]=[CH:23][CH:24]=2)[C:19]1=[O:37].C(=O)(O)[O-].[Na+]>C(#N)C.C(Cl)Cl>[CH3:1][N:2]1[CH2:7][CH2:6][N:5]([C:28]([O:27][CH:26]2[C:25]3[C:20](=[CH:21][CH:22]=[CH:23][CH:24]=3)[C:19](=[O:37])[N:18]2[C:9]2[CH:10]=[CH:11][C:12]3[C:17](=[N:16][CH:15]=[CH:14][CH:13]=3)[N:8]=2)=[O:29])[CH2:4][CH2:3]1 |f:2.3|. Run at temperature 20 celsius, time 6 hour. The reactants are O (water), C(C)(=O)C1=CC=C(C=2NC(C(OC21)(C)C)=O)OCC2=CC=CC=C2 (8-acetyl-5-benzyloxy-2,2-dimethyl-4H-benzo[1,4]oxazin-3-one), [Se](=O)=O (selenium dioxide), C (charcoal), O1CCOCC1 (dioxane). The product is C(C1=CC=CC=C1)OC1=CC=C(C2=C1NC(C(O2)(C)C)=O)C(C(O)OCC)=O (5-benzyloxy-8-(2-ethoxy-2-hydroxy-acetyl)-2,2-dimethyl-4H-benzo[1,4]oxazin-3-one). As a reaction SMILES: [C:1]([C:4]1[C:13]2[O:12][C:11]([CH3:15])([CH3:14])[C:10](=[O:16])[NH:9][C:8]=2[C:7]([O:17][CH2:18][C:19]2[CH:24]=[CH:23][CH:22]=[CH:21][CH:20]=2)=[CH:6][CH:5]=1)(=[O:3])[CH3:2].[Se](=O)=O.C.[OH2:29].[O:30]1CCO[CH2:32][CH2:31]1>>[CH2:18]([O:17][C:7]1[C:8]2[NH:9][C:10](=[O:16])[C:11]([CH3:15])([CH3:14])[O:12][C:13]=2[C:4]([C:1](=[O:3])[CH:2]([O:30][CH2:31][CH3:32])[OH:29])=[CH:5][CH:6]=1)[C:19]1[CH:20]=[CH:21][CH:22]=[CH:23][CH:24]=1. Procedure details: 9.6 g (30 mmol) 8-acetyl-5-benzyloxy-2,2-dimethyl-4H-benzo[1,4]oxazin-3-one, 3.3 g (30 mmol) selenium dioxide and activated charcoal are stirred for 7 hours in 90 mL dioxane and 2 mL water at reflux temperature. The solid is suction filtered, the filtrate is evaporated down and the residue is refluxed for 30 minutes in 100 ml of ethanol. The solvent is distilled off and the residue is dissolved in 125 mL ethyl acetate. It is extracted successively with potassium carbonate solution and water, dri... Reactants: CC(C)(C)OC(=O)n1nc(Cn2ccc(C(F)(F)F)c(Oc3cc(Cl)cc(Cl)c3)c2=O)c2cccnc21, O=C(O)C(F)(F)F, N#N. Yields the product O=c1c(Oc2cc(Cl)cc(Cl)c2)c(C(F)(F)F)ccn1Cc1n[nH]c2ncccc12. Reaction SMILES: [Cl:1][c:2]1[cH:3][c:4]([O:5][c:6]2[c:7](=[O:33])[n:8]([CH2:16][c:17]3[n:18][n:19]([C:26]([O:27][C:28]([CH3:29])([CH3:30])[CH3:31])=[O:32])[c:20]4[n:21][cH:22][cH:23][cH:24][c:25]34)[cH:9][cH:10][c:11]2[C:12]([F:13])([F:14])[F:15])[cH:34][c:35]([Cl:37])[cH:36]1.[F:40][C:41]([F:42])([F:43])[C:44]([OH:45])=[O:46].[N:38]#[N:39]>>[Cl:1][c:2]1[cH:3][c:4]([O:5][c:6]2[c:7](=[O:33])[n:8]([CH2:16][c:17]3[n:18][nH:19][c:20]4[n:21][cH:22][cH:23][cH:24][c:25]34)[cH:9][cH:10][c:11]2[C:12]([F:13])([F:14])[F:15])[cH:34][c:35]([Cl:37])[cH:36]1.